This data is from the Open Reaction Database (ORD), a public repository of structured organic reaction records. The task is: describe an organic reaction: reactants, conditions, products, and yield The reactants are CC(C)(C)OC(=O)NC(CO)C(C)(C)CO, ClCCl, c1ccc(P(c2ccccc2)c2ccccc2)cc1. Yields the product CC(C)(C)OC(=O)NC1COCC1(C)C. As a reaction SMILES: [C:1]([CH3:2])([CH3:3])([CH3:4])[O:5][C:6]([NH:7][CH:8]([C:9]([CH2:10][OH:11])([CH3:12])[CH3:13])[CH2:14][OH:15])=[O:16].[Cl:36][CH2:37][Cl:38].[c:17]1([P:18]([c:19]2[cH:20][cH:21][cH:22][cH:23][cH:24]2)[c:25]2[cH:26][cH:27][cH:28][cH:29][cH:30]2)[cH:31][cH:32][cH:33][cH:34][cH:35]1>>[C:1]([CH3:2])([CH3:3])([CH3:4])[O:5][C:6]([NH:7][CH:8]1[C:9]([CH3:12])([CH3:13])[CH2:10][O:15][CH2:14]1)=[O:16]. The reactants are C(C1=CC=CC=C1)OC=1C=CC=C2C=CNC12 (7-benzyloxy-1H-indole), [H-].[Na+] (sodium hydride), O (water), CC1=CC=C(CCl)C=C1 (4-methylbenzyl chloride). Run in CN(C=O)C (N,N-dimethylformamide). Reaction conditions: time 10 minute. Product: C(C1=CC=CC=C1)OC=1C=CC=C2C=CN(C12)CC1=CC=C(C=C1)C (7-benzyloxy-1-(4-methylbenzyl)-1H-indole). Reaction SMILES: [CH2:1]([O:8][C:9]1[CH:10]=[CH:11][CH:12]=[C:13]2[C:17]=1[NH:16][CH:15]=[CH:14]2)[C:2]1[CH:7]=[CH:6][CH:5]=[CH:4][CH:3]=1.[H-].[Na+].[CH3:20][C:21]1[CH:28]=[CH:27][C:24]([CH2:25]Cl)=[CH:23][CH:22]=1.O>CN(C)C=O>[CH2:1]([O:8][C:9]1[CH:10]=[CH:11][CH:12]=[C:13]2[C:17]=1[N:16]([CH2:20][C:21]1[CH:28]=[CH:27][C:24]([CH3:25])=[CH:23][CH:22]=1)[CH:15]=[CH:14]2)[C:2]1[CH:7]=[CH:6][CH:5]=[CH:4][CH:3]=1 |f:1.2|. Procedure: To a solution of 7-benzyloxy-1H-indole (0.3 g) in N,N-dimethylformamide (5 mL) was added sodium hydride (55% 70 mg) under ice-cooling, and the mixture was stirred for 10 minutes. To the reaction mixture was added 4-methylbenzyl chloride (0.19 mL), and the mixture was stirred at room temperature for 2 hours. The reaction mixture was poured into water, and the resulting mixture was extracted with diethyl ether. The extract was washed with water and brine, and dried over anhydrous magnesium sulfate...